describe an organic reaction: reactants, conditions, products, and yield From a dataset of the Open Reaction Database (ORD), a public repository of structured organic reaction records. Reactants: COc1ccc(CN(Cc2ccc(OC)cc2)c2nc(C)nc(-c3cc(CN4CCN(S(C)(=O)=O)CC4)cnc3Nc3ccc4scnc4c3)n2)cc1, O=C(O)C(F)(F)F. The product is Cc1nc(N)nc(-c2cc(CN3CCN(S(C)(=O)=O)CC3)cnc2Nc2ccc3scnc3c2)n1. Reaction SMILES: [CH3:1][O:2][c:3]1[cH:4][cH:5][c:6]([CH2:7][N:8]([c:9]2[n:10][c:11](-[c:16]3[c:17]([NH:33][c:34]4[cH:35][cH:36][c:37]5[c:38]([n:39][cH:40][s:41]5)[cH:42]4)[n:18][cH:19][c:20]([CH2:22][N:23]4[CH2:24][CH2:25][N:26]([S:29](=[O:30])(=[O:31])[CH3:32])[CH2:27][CH2:28]4)[cH:21]3)[n:12][c:13]([CH3:15])[n:14]2)[CH2:43][c:44]2[cH:45][cH:46][c:47]([O:48][CH3:49])[cH:50][cH:51]2)[cH:52][cH:53]1.[OH:54][C:55]([C:56]([F:57])([F:58])[F:59])=[O:60]>>[NH2:8][c:9]1[n:10][c:11](-[c:16]2[c:17]([NH:33][c:34]3[cH:35][cH:36][c:37]4[c:38]([n:39][cH:40][s:41]4)[cH:42]3)[n:18][cH:19][c:20]([CH2:22][N:23]3[CH2:24][CH2:25][N:26]([S:29](=[O:30])(=[O:31])[CH3:32])[CH2:27][CH2:28]3)[cH:21]2)[n:12][c:13]([CH3:15])[n:14]1. Starting materials: [N+](=O)([O-])C=1C=CC(=NC1)C1=CC=C(C=O)C=C1 (4-(5-nitro-2-pyridinyl)benzaldehyde), N1(N=CC=C1)C1=CC=C(C=O)C=C1 (4-(1H-pyrazol-1-yl)-benzaldehyde). The product is [N+](=O)([O-])C=1C=CC(=NC1)C1=CC=C(C=C1)C=CC=O (3-[4-(5-Nitro-2-pyridinyl)phenyl]-2-propenal). RXN SMILES: [N+:1]([C:4]1[CH:5]=[CH:6][C:7]([C:10]2[CH:17]=[CH:16][C:13]([CH:14]=O)=[CH:12][CH:11]=2)=[N:8][CH:9]=1)([O-:3])=[O:2].N1(C2C=C[C:26]([CH:27]=[O:28])=CC=2)C=CC=N1>>[N+:1]([C:4]1[CH:5]=[CH:6][C:7]([C:10]2[CH:17]=[CH:16][C:13]([CH:14]=[CH:26][CH:27]=[O:28])=[CH:12][CH:11]=2)=[N:8][CH:9]=1)([O-:3])=[O:2]. Reported procedure: The title compound was prepared by a procedure analogous to Reference Example 30 by substituting 4-(5-nitro-2-pyridinyl)benzaldehyde (prepared as described in Reference Example 19) for the 4-(1H-pyrazol-1-yl)-benzaldehyde of Reference Example 30. MS 255 (M+H)+. Reactants: CCO, O=C(O)c1cc(O)ccc1O, OCCOc1cccc(CN2CCC(Nc3cccc4cnccc34)C2)c1. The product is O=C(O)c1cc(O)ccc1O, OCCOc1cccc(CN2CCC(Nc3cccc4cnccc34)C2)c1. RXN SMILES: [CH3:39][CH2:40][OH:41].[OH:28][C:29](=[O:30])[c:31]1[cH:32][c:33]([OH:34])[cH:35][cH:36][c:37]1[OH:38].[cH:1]1[n:2][cH:3][cH:4][c:5]2[c:6]([NH:11][CH:12]3[CH2:13][N:14]([CH2:17][c:18]4[cH:19][c:20]([O:21][CH2:22][CH2:23][OH:24])[cH:25][cH:26][cH:27]4)[CH2:15][CH2:16]3)[cH:7][cH:8][cH:9][c:10]12>>[O:28]=[C:29]([OH:30])[c:31]1[cH:32][c:33]([OH:34])[cH:35][cH:36][c:37]1[OH:38].[cH:1]1[n:2][cH:3][cH:4][c:5]2[c:6]([NH:11][CH:12]3[CH2:13][N:14]([CH2:17][c:18]4[cH:19][c:20]([O:21][CH2:22][CH2:23][OH:24])[cH:25][cH:26][cH:27]4)[CH2:15][CH2:16]3)[cH:7][cH:8][cH:9][c:10]12.